From a dataset of the Open Reaction Database (ORD), a public repository of structured organic reaction records. describe an organic reaction: reactants, conditions, products, and yield The product is C(C)(C)(C)OC(NC1C(N(C2=CC=C(C=C2C1)C1=CSC=C1)CC1=CC=CC=C1)=O)=O ((1-Benzyl-2-oxo-6-(thiophen-3-yl)-1,2,3,4-tetrahydroquinolin-3-yl)-carbamic acid tert-butyl ester). Procedure details: To a solution of 4A (25 mg, 0.043 mmol) in degas sed THF (2 mL) was added tetrakis(triphenylphosphine)palladium (10 mg, 0.009 mmol), K2C3 (18 mg, 0.13 mmol), and 3-bromothiophene (21 mg, 0.13 mmol). The resulting mixture was heated at 70° for 16 h under argon. After cooling to RT, the mixture was filtered through Celite®, rinsing with CH2Cl2. The filtrate was evaporated under vacuum and the resulting residue was chromatographed on silica gel eluted with EtOAc in hex ane to obtain the title compo... The solvent is C1CCOC1 (THF). The reagents and catalysts are C=1C=CC(=CC1)[P](C=2C=CC=CC2)(C=3C=CC=CC3)[Pd]([P](C=4C=CC=CC4)(C=5C=CC=CC5)C=6C=CC=CC6)([P](C=7C=CC=CC7)(C=8C=CC=CC8)C=9C=CC=CC9)[P](C=1C=CC=CC1)(C=1C=CC=CC1)C=1C=CC=CC1 (tetrakis(triphenylphosphine)palladium). Starting materials: C(C)(C)(C)OC(NC1C(N(C2=CC=C(C=C2C1)[Sn](CCCC)(CCCC)CCCC)CC1=CC=CC=C1)=O)=O ((1-Benzyl-2-oxo-6-tributylstannyl-1,2,3,4-tetrahydroquinolin-3-yl)-carbamic acid tert-butyl ester), K2C3, BrC1=CSC=C1 (3-bromothiophene). Reaction SMILES: [C:1]([O:5][C:6](=[O:39])[NH:7][CH:8]1[CH2:17][C:16]2[C:11](=[CH:12][CH:13]=[C:14]([Sn](CCCC)(CCCC)CCCC)[CH:15]=2)[N:10]([CH2:31][C:32]2[CH:37]=[CH:36][CH:35]=[CH:34][CH:33]=2)[C:9]1=[O:38])([CH3:4])([CH3:3])[CH3:2].Br[C:41]1[CH:45]=[CH:44][S:43][CH:42]=1>C1COCC1.C1C=CC([P]([Pd]([P](C2C=CC=CC=2)(C2C=CC=CC=2)C2C=CC=CC=2)([P](C2C=CC=CC=2)(C2C=CC=CC=2)C2C=CC=CC=2)[P](C2C=CC=CC=2)(C2C=CC=CC=2)C2C=CC=CC=2)(C2C=CC=CC=2)C2C=CC=CC=2)=CC=1>[C:1]([O:5][C:6](=[O:39])[NH:7][CH:8]1[CH2:17][C:16]2[C:11](=[CH:12][CH:13]=[C:14]([C:41]3[CH:45]=[CH:44][S:43][CH:42]=3)[CH:15]=2)[N:10]([CH2:31][C:32]2[CH:33]=[CH:34][CH:35]=[CH:36][CH:37]=2)[C:9]1=[O:38])([CH3:3])([CH3:4])[CH3:2] |^1:54,56,75,94|. Starting materials: C(CCC)NC1=C(C(=NC(=C1[N+](=O)[O-])S)C)C(=O)OCC (4-butylamino-6-mercapto-2-methyl-5-nitropyridine-3-carboxylic acid, ethyl ester). Reagents/catalysts: [Zn] (Zinc). Run in C(C)(=O)O (acetic acid). Product: NC=1C(=C(C(=NC1S)C)C(=O)OCC)NCCCC (5-Amino-4-butylamino-6-mercapto-2-methylpyridine-3-carboxylic acid, ethyl ester). Reaction SMILES: [CH2:1]([NH:5][C:6]1[C:11]([N+:12]([O-])=O)=[C:10]([SH:15])[N:9]=[C:8]([CH3:16])[C:7]=1[C:17]([O:19][CH2:20][CH3:21])=[O:18])[CH2:2][CH2:3][CH3:4]>[Zn].C(O)(=O)C>[NH2:12][C:11]1[C:6]([NH:5][CH2:1][CH2:2][CH2:3][CH3:4])=[C:7]([C:17]([O:19][CH2:20][CH3:21])=[O:18])[C:8]([CH3:16])=[N:9][C:10]=1[SH:15]. Procedure details: 6.2 g. of 4-butylamino-6-mercapto-2-methyl-5-nitropyridine-3-carboxylic acid, ethyl ester (0.02 Mol.) are dissolved in 25 ml. of acetic acid at reflux temperature with stirring. Zinc dust is added cautiously in small portions until the solvent is colorless. The inorganic precipitate is then filtered off, the solvent is removed and the residue is dissolved in 10 ml. of methanol. The product 5-amino-4-butylamino-6-mercapto-2-methylpyridine-3-carboxylic acid, ethyl ester precipitates after the addi...